Task: describe an organic reaction: reactants, conditions, products, and yield. Dataset: the Open Reaction Database (ORD), a public repository of structured organic reaction records Starting materials: FC=1C=C(C=CC1)C1=CSC=2CN(CCOC21)C(=O)OC(C)(C)C (tert-Butyl 8-(3-fluorophenyl)-2,3-dihydrothieno[2,3-f][1,4]oxazepine-4(5H)-carboxylate), C(C)(=O)OCC.Cl (hydrogen chloride-ethyl acetate). Solvent: C(C)(=O)OCC (ethyl acetate). Reaction conditions: time 1 hour. Product: FC=1C=C(C=CC1)C1=CSC=2CNCCOC21 (8-(3-fluorophenyl)-2,3,4,5-tetrahydrothieno[2,3-f][1,4]oxazepine). The yield is 95.2%. As a reaction SMILES: [F:1][C:2]1[CH:3]=[C:4]([C:8]2[C:17]3[O:16][CH2:15][CH2:14][N:13](C(OC(C)(C)C)=O)[CH2:12][C:11]=3[S:10][CH:9]=2)[CH:5]=[CH:6][CH:7]=1.C(OCC)(=O)C.Cl>C(OCC)(=O)C>[F:1][C:2]1[CH:3]=[C:4]([C:8]2[C:17]3[O:16][CH2:15][CH2:14][NH:13][CH2:12][C:11]=3[S:10][CH:9]=2)[CH:5]=[CH:6][CH:7]=1 |f:1.2|. Procedure details: tert-Butyl 8-(3-fluorophenyl)-2,3-dihydrothieno[2,3-f][1,4]oxazepine-4(5H)-carboxylate (209 mg) was dissolved in ethyl acetate (2 ml), and 4 N hydrogen chloride-ethyl acetate solution (2 ml) was added. The mixture was stirred at room temperature for 1 hr, and the solvent was evaporated under reduced pressure. The residue was recrystallized from a mixed solvent of MeOH and Et2O to give 8-(3-fluorophenyl)-2,3,4,5-tetrahydrothieno[2,3-f][1,4]oxazepine 1 hydrochloride (142 mg, 83.0%) as a solid. The yield is 194.4%. Product: N1-[6-3,5-bis-trifluoromethyl-benzyl)-2-methyl-pyridin-3-yl, C(C=1C(C(=O)N)=CC=CC1)(=O)N (phthalamide). Reagents/catalysts: O.C1(=CC=C(C=C1)S(=O)(=O)O)C (p-toluenesulfonic acid hydrate). Reaction SMILES: Cl[C:2]1[CH:10]=[CH:9][CH:8]=[C:7]2[C:3]=1[C:4](=[N:12][C@@H](C)CSC)[O:5][C:6]2=[O:11].FC(F)(F)C1C=C(C=C(C(F)(F)F)C=1)CC1[N:29]=C(C)C(N)=CC=1>C(#N)C.O.C1(C)C=CC(S(O)(=O)=O)=CC=1>[C:6]([NH2:29])(=[O:11])[C:7]1[C:3](=[CH:2][CH:10]=[CH:9][CH:8]=1)[C:4]([NH2:12])=[O:5] |f:3.4|. Run in C(C)#N (acetonitrile). Reported procedure: 4-Chloro-3-[(S)-1-methyl-2-methylthioethylimino]-3-H-isobenzofuran-1-one (0.2 g) and 6-(3,5-bis-trifluoromethyl-benzyl)-2-methyl-pyridin-3-ylamine (0.22 g) were dissolved in acetonitrile (10 ml), to which p-toluenesulfonic acid hydrate (0.01 g) was added, and stirred at 60° C. for 20 hours. After the reaction, the solvent was distilled off under reduced pressure and the resultant residue was purified by silica gel column chromatography to obtain N1-[6-3,5-bis-trifluoromethyl-benzyl)-2-methyl-pyr... Reaction conditions: temperature 60 celsius, time 20 hour. Starting materials: ClC1=C2C(OC(C2=CC=C1)=O)=N[C@H](CSC)C (4-Chloro-3-[(S)-1-methyl-2-methylthioethylimino]-3-H-isobenzofuran-1-one), FC(C=1C=C(CC2=CC=C(C(=N2)C)N)C=C(C1)C(F)(F)F)(F)F (6-(3,5-bis-trifluoromethyl-benzyl)-2-methyl-pyridin-3-ylamine). The reactants are FC(C(=O)OC(C(F)(F)F)=O)(F)F (Trifluoroacetic anhydride), BrC=1C(=[N+](C=CC1)[O-])C (3-bromo-2-methylpyridine 1-oxide). The solvent is C(Cl)Cl (methylene chloride), C(C)(=O)OCC (ethyl acetate). Run at time 16 hour. Product: BrC=1C(=NC=CC1)CO ((3-bromopyridin-2-yl)methanol). The yield is 81.3%. As a reaction SMILES: FC(F)(F)C(O[C:6](=[O:11])[C:7](F)(F)F)=O.[Br:14][C:15]1C(C)=[N+:17]([O-])[CH:18]=[CH:19][CH:20]=1>C(Cl)Cl.C(OCC)(=O)C>[Br:14][C:15]1[C:7]([CH2:6][OH:11])=[N:17][CH:18]=[CH:19][CH:20]=1. Reported procedure: Trifluoroacetic anhydride (0.52 mL, 3.6 mmol) was added to a solution of 3-bromo-2-methylpyridine 1-oxide (140 mg, 0.72 mmol) in methylene chloride (2 mL) and the mixture was stirred for 16 hours at room temperature. The reaction mixture was diluted with ethyl acetate (50 mL) and washed with saturated aqueous sodium bicarbonate solution (20 mL). The organic layer was separated, dried over sodium sulfate, filtered, and evaporated in vacuo to afford a residue that was purified by flash chromatogra... Reactants: CO, CN1C(=O)CCC2(C)c3ccc(Br)cc3CCC12, Cc1ccccc1, ClCCl, OB(O)c1cc(C(F)(F)F)cc(C(F)(F)F)c1, [Na+], [Na+], O=C([O-])[O-], [Pd], c1ccc(P(c2ccccc2)c2ccccc2)cc1, c1ccc(P(c2ccccc2)c2ccccc2)cc1, c1ccc(P(c2ccccc2)c2ccccc2)cc1, c1ccc(P(c2ccccc2)c2ccccc2)cc1. The product is CN1C(=O)CCC2(C)c3ccc(-c4cc(C(F)(F)F)cc(C(F)(F)F)c4)cc3CCC12. RXN SMILES: [CH3:129][OH:130].[CH3:1][N:2]1[C:3](=[O:18])[CH2:4][CH2:5][C:6]2([CH3:17])[c:7]3[c:8]([cH:12][c:13]([Br:16])[cH:14][cH:15]3)[CH2:9][CH2:10][CH:11]12.[CH3:42][c:43]1[cH:44][cH:45][cH:46][cH:47][cH:48]1.[Cl:49][CH2:50][Cl:51].[F:19][C:20]([c:21]1[cH:22][c:23]([B:31]([OH:32])[OH:33])[cH:24][c:25]([C:27]([F:28])([F:29])[F:30])[cH:26]1)([F:34])[F:35].[Na+:36].[Na+:37].[O-:38][C:39](=[O:40])[O-:41].[Pd:52].[c:110]1([P:111]([c:112]2[cH:113][cH:114][cH:115][cH:116][cH:117]2)[c:118]2[cH:119][cH:120][cH:121][cH:122][cH:123]2)[cH:124][cH:125][cH:126][cH:127][cH:128]1.[c:53]1([P:54]([c:55]2[cH:56][cH:57][cH:58][cH:59][cH:60]2)[c:61]2[cH:62][cH:63][cH:64][cH:65][cH:66]2)[cH:67][cH:68][cH:69][cH:70][cH:71]1.[c:72]1([P:73]([c:74]2[cH:75][cH:76][cH:77][cH:78][cH:79]2)[c:80]2[cH:81][cH:82][cH:83][cH:84][cH:85]2)[cH:86][cH:87][cH:88][cH:89][cH:90]1.[c:91]1([P:92]([c:93]2[cH:94][cH:95][cH:96][cH:97][cH:98]2)[c:99]2[cH:100][cH:101][cH:102][cH:103][cH:104]2)[cH:105][cH:106][cH:107][cH:108][cH:109]1>>[CH3:1][N:2]1[C:3](=[O:18])[CH2:4][CH2:5][C:6]2([CH3:17])[c:7]3[c:8]([cH:12][c:13](-[c:23]4[cH:22][c:21]([C:20]([F:19])([F:34])[F:35])[cH:26][c:25]([C:27]([F:28])([F:29])[F:30])[cH:24]4)[cH:14][cH:15]3)[CH2:9][CH2:10][CH:11]12. The reactants are C, CC(NP(=O)(Cc1ccccc1)Cc1ccccc1)C(=O)N1CCCC1C(=O)N1CCCC1C(=O)O, CCO, CC(=O)O, [H][H], N, O, O, [Pd]. Yields the product CC(N=[P+]([O-])Cc1ccccc1)C(=O)N1CCCC1C(=O)N1CCCC1C(=O)O. RXN SMILES: [C:49].[CH2:1]([c:2]1[cH:3][cH:4][cH:5][cH:6][cH:7]1)[P:8](=[O:9])([CH2:10][c:11]1[cH:12][cH:13][cH:14][cH:15][cH:16]1)[NH:17][CH:18]([CH3:19])[C:20](=[O:21])[N:22]1[CH:23]([C:24](=[O:25])[N:26]2[CH:27]([C:28](=[O:29])[OH:30])[CH2:31][CH2:32][CH2:33]2)[CH2:34][CH2:35][CH2:36]1.[CH2:41]([OH:42])[CH3:43].[CH3:45][C:46](=[O:47])[OH:48].[H:37][H:38].[NH3:40].[OH2:39].[OH2:44].[Pd:50]>>[CH2:1]([c:2]1[cH:3][cH:4][cH:5][cH:6][cH:7]1)[P+:8]([O-:9])=[N:17][CH:18]([CH3:19])[C:20](=[O:21])[N:22]1[CH:23]([C:24](=[O:25])[N:26]2[CH:27]([C:28](=[O:29])[OH:30])[CH2:31][CH2:32][CH2:33]2)[CH2:34][CH2:35][CH2:36]1. Reactants: ClC=1C(=NC(=NC1)NC1=C(C=C(C(=C1)C)C1CCNCC1)F)NC1=NNC(=C1)C (5-chloro-N2-(2-fluoro-5-methyl-4-(piperidin-4-yl)phenyl)-N4-(5-methyl-1H-pyrazol-3-yl)pyrimidine-2,4-diamine), C(C)(C)C1=NOC(=N1)C(Cl)(Cl)Cl (3-isopropyl-5-(trichloromethyl)-1,2,4-oxadiazole), CCN(C(C)C)C(C)C (DIEA), CO (MeOH). Reaction conditions: temperature 70 celsius, time 8 hour. Yields the product ClC=1C(=NC(=NC1)NC1=CC(=C(C=C1F)C1CCN(CC1)C(=O)C1=NC(=NO1)C(C)C)C)NC1=NNC(=C1)C ((4-(4-(5-Chloro-4-(5-methyl-1H-pyrazol-3-ylamino)pyrimidin-2-ylamino)-5-fluoro-2-methylphenyl)piperidin-1-yl)(3-isopropyl-1,2,4-oxadiazol-5-yl)methanone). RXN SMILES: [Cl:1][C:2]1[C:3]([NH:23][C:24]2[CH:28]=[C:27]([CH3:29])[NH:26][N:25]=2)=[N:4][C:5]([NH:8][C:9]2[CH:14]=[C:13]([CH3:15])[C:12]([CH:16]3[CH2:21][CH2:20][NH:19][CH2:18][CH2:17]3)=[CH:11][C:10]=2[F:22])=[N:6][CH:7]=1.[CH:30]([C:33]1[N:37]=[C:36]([C:38](Cl)(Cl)Cl)[O:35][N:34]=1)([CH3:32])[CH3:31].CCN(C(C)C)C(C)C.C[OH:52]>>[Cl:1][C:2]1[C:3]([NH:23][C:24]2[CH:28]=[C:27]([CH3:29])[NH:26][N:25]=2)=[N:4][C:5]([NH:8][C:9]2[C:10]([F:22])=[CH:11][C:12]([CH:16]3[CH2:17][CH2:18][N:19]([C:38]([C:36]4[O:35][N:34]=[C:33]([CH:30]([CH3:32])[CH3:31])[N:37]=4)=[O:52])[CH2:20][CH2:21]3)=[C:13]([CH3:15])[CH:14]=2)=[N:6][CH:7]=1. Reported procedure: A mixture of 5-chloro-N2-(2-fluoro-5-methyl-4-(piperidin-4-yl)phenyl)-N4-(5-methyl-1H-pyrazol-3-yl)pyrimidine-2,4-diamine (42 mg, 0.1 mmol), 3-isopropyl-5-(trichloromethyl)-1,2,4-oxadiazole (46 mg, 0.2 mmol) and DIEA (40 μL, 0.23 mmol) in MeOH (1 mL) was stirred at 70° C. overnight. The crude reaction mixture was purified by RP-HPLC to give (4-(4-(5-Chloro-4-(5-methyl-1H-pyrazol-3-ylamino)pyrimidin-2-ylamino)-5-fluoro-2-methylphenyl)piperidin-1-yl)(3-isopropyl-1,2,4-oxadiazol-5-yl)methanone as a... Starting materials: COCCOC, O=[N+]([O-])c1cc(I)c2c(c1)CCO2, [Na+], [Na+], O=C([O-])[O-], O, OB(O)c1cccnc1. Product: O=[N+]([O-])c1cc2c(c(-c3cccnc3)c1)OCC2. RXN SMILES: [CH3:29][O:30][CH2:31][CH2:32][O:33][CH3:34].[I:1][c:2]1[cH:3][c:4]([N+:11](=[O:12])[O-:13])[cH:5][c:6]2[c:10]1[O:9][CH2:8][CH2:7]2.[Na+:23].[Na+:24].[O-:25][C:26](=[O:27])[O-:28].[OH2:35].[n:14]1[cH:15][c:16]([B:20]([OH:21])[OH:22])[cH:17][cH:18][cH:19]1>>[c:2]1(-[c:16]2[cH:15][n:14][cH:19][cH:18][cH:17]2)[cH:3][c:4]([N+:11](=[O:12])[O-:13])[cH:5][c:6]2[c:10]1[O:9][CH2:8][CH2:7]2. The reactants are CCc1nc2ccccc2n1-c1nc(N2CCOCC2)c2nc(C(=O)O)n(C)c2n1, CCN(C(C)C)C(C)C, C[n+]1ccccc1Cl, [I-], OC1CCN(C2CNC2)CC1, CN(C)C=O. The product is CCc1nc2ccccc2n1-c1nc(N2CCOCC2)c2nc(C(=O)N3CC(N4CCC(O)CC4)C3)n(C)c2n1. RXN SMILES: [CH2:1]([CH3:2])[c:3]1[n:4][c:5]2[c:6]([n:7]1-[c:8]1[n:9][c:10]([N:21]3[CH2:22][CH2:23][O:24][CH2:25][CH2:26]3)[c:11]3[n:12][c:13]([C:18](=[O:19])[OH:20])[n:14]([CH3:17])[c:15]3[n:16]1)[cH:27][cH:28][cH:29][cH:30]2.[CH:40]([N:41]([CH2:42][CH3:43])[CH:44]([CH3:45])[CH3:46])([CH3:47])[CH3:48].[Cl:32][c:33]1[cH:34][cH:35][cH:36][cH:37][n+:38]1[CH3:39].[I-:31].[NH:49]1[CH2:50][CH:51]([N:53]2[CH2:54][CH2:55][CH:56]([OH:59])[CH2:57][CH2:58]2)[CH2:52]1.[O:60]=[CH:61][N:62]([CH3:63])[CH3:64]>>[CH2:1]([CH3:2])[c:3]1[n:4][c:5]2[c:6]([n:7]1-[c:8]1[n:9][c:10]([N:21]3[CH2:22][CH2:23][O:24][CH2:25][CH2:26]3)[c:11]3[n:12][c:13]([C:18](=[O:19])[N:49]4[CH2:50][CH:51]([N:53]5[CH2:54][CH2:55][CH:56]([OH:59])[CH2:57][CH2:58]5)[CH2:52]4)[n:14]([CH3:17])[c:15]3[n:16]1)[cH:27][cH:28][cH:29][cH:30]2. Starting materials: CS(=O)(=O)OCCCC1=CC=C(C=C1)OCC1=CC=CC=C1 (3-(4-benzyloxyphenyl)propyl methanesulfonate), N1C=NC=C1 (imidazole), C([O-])([O-])=O.[K+].[K+] (potassium carbonate), CN(C=O)C (N,N-dimethylformamide). Solvent: O (water). Conditions: temperature 80 celsius, time 6 hour. Product: C(C1=CC=CC=C1)OC1=CC=C(C=C1)CCCN1C=NC=C1 (1-[3-(4-benzyloxyphenyl)propyl]imidazole). The yield is 69.1%. As a reaction SMILES: CS(O[CH2:6][CH2:7][CH2:8][C:9]1[CH:14]=[CH:13][C:12]([O:15][CH2:16][C:17]2[CH:22]=[CH:21][CH:20]=[CH:19][CH:18]=2)=[CH:11][CH:10]=1)(=O)=O.[NH:23]1[CH:27]=[CH:26][N:25]=[CH:24]1.C(=O)([O-])[O-].[K+].[K+].CN(C)C=O>O>[CH2:16]([O:15][C:12]1[CH:13]=[CH:14][C:9]([CH2:8][CH2:7][CH2:6][N:23]2[CH:27]=[CH:26][N:25]=[CH:24]2)=[CH:10][CH:11]=1)[C:17]1[CH:22]=[CH:21][CH:20]=[CH:19][CH:18]=1 |f:2.3.4|. Reported procedure: A mixture of 3-(4-benzyloxyphenyl)propyl methanesulfonate (55.0 g), imidazole (17.6 g), potassium carbonate (35.7 g) and N,N-dimethylformamide (500 ml) was stirred for 6 hours at 80° C. The reaction mixture was poured into water and extracted with ethyl acetate. The ethyl acetate layer was washed with water, dried (MgSO4), and concentrated under reduced pressure to give 1-[3-(4-benzyloxyphenyl)propyl]imidazole (34.7 g, 69%). Recrystallization from ethyl acetate-hexane gave colorless needles, mp ... Reactants: BrC=1C=C(C=CC1)NC=1C2=C(N=CN1)SC1=C2CCC(C1)CCO (2-{4-[(3-bromophenyl)amino]-5,6,7,8-tetrahydro[1]benzothieno[2,3-d]pyrimidin-7-yl}ethanol), C1(=CC=CC=C1)P(C1=CC=CC=C1)C1=CC=CC=C1 (triphenylphosphine), C(Br)(Br)(Br)Br (carbon tetrabromide). The solvent is C1CCOC1 (THF). Run at time 1 hour. Yields the product BrCCC1CC2=C(CC1)C1=C(N=CN=C1NC1=CC(=CC=C1)Br)S2 (N-[7-(2-bromoethyl)-5,6,7,8-tetrahydro[1]benzothieno[2,3-d]pyrimidin-4-yl]-N-(3-bromophenyl)amine). As a reaction SMILES: [Br:1][C:2]1[CH:3]=[C:4]([NH:8][C:9]2[C:10]3[C:17]4[CH2:18][CH2:19][CH:20]([CH2:22][CH2:23]O)[CH2:21][C:16]=4[S:15][C:11]=3[N:12]=[CH:13][N:14]=2)[CH:5]=[CH:6][CH:7]=1.C1(P(C2C=CC=CC=2)C2C=CC=CC=2)C=CC=CC=1.C(Br)(Br)(Br)[Br:45]>C1COCC1>[Br:45][CH2:23][CH2:22][CH:20]1[CH2:19][CH2:18][C:17]2[C:10]3[C:9]([NH:8][C:4]4[CH:5]=[CH:6][CH:7]=[C:2]([Br:1])[CH:3]=4)=[N:14][CH:13]=[N:12][C:11]=3[S:15][C:16]=2[CH2:21]1. Procedure details: To a solution of THF (20 mL) was added 0.63 (102, 1.56 mmol, 1 equiv) of 2-{4-[(3-bromophenyl)amino]-5,6,7,8-tetrahydro[1]benzothieno[2,3-d]pyrimidin-7-yl}ethanol, 0.82 g (3.12 mmol, 2 equiv) triphenylphosphine and 1.03 g (3.12 mmol, 2 equiv) carbon tetrabromide. The solution was stirred at rt for 1 h until completion and the reaction mixture was evaporated under reduced pressure. The resulting crude material was purified by flash chromatography eluting with 9:1 CH2Cl2/EtOAc yielding 396 mg (54%...